Dataset: the Open Reaction Database (ORD), a public repository of structured organic reaction records. Task: describe an organic reaction: reactants, conditions, products, and yield Starting materials: C(C)(C)(C)OC(=O)N1C(C2=CC(=C(C=C2CC1)OC)OC)CC1=CC=C(C=C1)Br (1-(4-bromobenzyl)-6,7-dimethoxy-3,4-dihydro-1H-isoquinoline-2-carboxylic acid tert-butyl ester), acid 16, C1(=CC=CC=C1)P(C1=CC=CC=C1)C1=CC=CC=C1 (triphenylphosphine), C(=O)([O-])[O-].[Na+].[Na+] (Na2CO3), C(C)(C)(C)OC(=O)N1C(C2=CC(=C(C=C2CC1)OC)OC)CC1=CC=C(C=C1)C1=C(C=CC=C1)NC(C)=O (1-(2′-Acetylaminobiphenyl-4-ylmethyl)-6,7-dimethoxy-3,4-dihydro-1H-isoquinoline-2-carboxylic acid tert-butyl ester), Cl (HCl). Reagents/catalysts: C(C)(=O)[O-].[Pd+2].C(C)(=O)[O-] (Palladium(II) acetate). Run in C(C)(C)O (isopropanol), C(C)OCC (diethylether). Yields the product C(C)(C)(C)OC(=O)N1C(C2=CC(=C(C=C2CC1)OC)OC)CC1=CC=C(C=C1)C1=C(C=CC=C1)NC(C)=O (1-(2′-Acetylaminobiphenyl-4-ylmethyl)-6,7-dimethoxy-3,4-dihydro-1H-isoquinoline-2-carboxylic acid tert-butyl ester), Cl.COC=1C=C2CCNC(C2=CC1OC)CC1=CC=C(C=C1)C1=C(C=CC=C1)NC(C)=O (N-[4′-(6,7-dimethoxy-1,2,3,4-tetrahydro-isoquinolin-1-ylmethyl)-biphenyl-2-yl]acetamide hydrochloride salt). As a reaction SMILES: C(OC(N1CCC2C(=CC(OC)=C(OC)C=2)C1CC1C=CC(Br)=CC=1)=O)(C)(C)C.C1(P(C2C=CC=CC=2)C2C=CC=CC=2)C=CC=CC=1.C([O-])([O-])=O.[Na+].[Na+].[C:55]([O:59][C:60]([N:62]1[CH2:71][CH2:70][C:69]2[C:64](=[CH:65][C:66]([O:74][CH3:75])=[C:67]([O:72][CH3:73])[CH:68]=2)[CH:63]1[CH2:76][C:77]1[CH:82]=[CH:81][C:80]([C:83]2[CH:88]=[CH:87][CH:86]=[CH:85][C:84]=2[NH:89][C:90](=[O:92])[CH3:91])=[CH:79][CH:78]=1)=[O:61])([CH3:58])([CH3:57])[CH3:56].[ClH:93]>C(O)(C)C.C(OCC)C.C([O-])(=O)C.[Pd+2].C([O-])(=O)C>[C:55]([O:59][C:60]([N:62]1[CH2:71][CH2:70][C:69]2[C:64](=[CH:65][C:66]([O:74][CH3:75])=[C:67]([O:72][CH3:73])[CH:68]=2)[CH:63]1[CH2:76][C:77]1[CH:78]=[CH:79][C:80]([C:83]2[CH:88]=[CH:87][CH:86]=[CH:85][C:84]=2[NH:89][C:90](=[O:92])[CH3:91])=[CH:81][CH:82]=1)=[O:61])([CH3:58])([CH3:56])[CH3:57].[ClH:93].[CH3:73][O:72][C:67]1[CH:68]=[C:69]2[C:64](=[CH:65][C:66]=1[O:74][CH3:75])[CH:63]([CH2:76][C:77]1[CH:78]=[CH:79][C:80]([C:83]3[CH:88]=[CH:87][CH:86]=[CH:85][C:84]=3[NH:89][C:90](=[O:92])[CH3:91])=[CH:81][CH:82]=1)[NH:62][CH2:71][CH2:70]2 |f:2.3.4,9.10.11,13.14|. Procedure: 1-(2′-Acetylaminobiphenyl-4-ylmethyl)-6,7-dimethoxy-3,4-dihydro-1H-isoquinoline-2-carboxylic acid tert-butyl ester 17 was synthesized by the Suzuki coupling of 1-(4-bromobenzyl)-6,7-dimethoxy-3,4-dihydro-1H-isoquinoline-2-carboxylic acid tert-butyl ester 1 with 2-acethylaminophenylboronic acid 16 using Palladium(II) acetate, triphenylphosphine, and Na2CO3 in anhydrous isopropanol. Reaction of compound 17 with 2 M HCl solution in diethylether yielded N-[4′-(6,7-dimethoxy-1,2,3,4-tetrahydro-isoqui... Reactants: Cl (HCl), N[C@@H](C)C(=O)OCC1=CC=CC=C1 (H-Ala-OBzl), N([C@@H](CC(N)=O)C(=O)O)C(=O)OC(C)(C)C (Boc-Asn-OH), CN1CCOCC1 (NMM), C=1C=CC2=C(C1)N=NN2O (HOBt), C1CCC(CC1)N=C=NC2CCCCC2 (DCC). Solvent: CN(C)C=O (DMF). The product is N([C@@H](CC(N)=O)C(=O)N[C@@H](C)C(=O)OCC1=CC=CC=C1)C(=O)OC(C)(C)C (Boc-Asn-Ala-OBzl). Reaction SMILES: Cl.[NH2:2][C@H:3]([C:5]([O:7][CH2:8][C:9]1[CH:14]=[CH:13][CH:12]=[CH:11][CH:10]=1)=[O:6])[CH3:4].[NH:15]([C:24]([O:26][C:27]([CH3:30])([CH3:29])[CH3:28])=[O:25])[C@H:16]([C:21](O)=[O:22])[CH2:17][C:18](=[O:20])[NH2:19].CN1CCOCC1.C1C=CC2N(O)N=NC=2C=1.C1CCC(N=C=NC2CCCCC2)CC1>CN(C=O)C>[NH:15]([C:24]([O:26][C:27]([CH3:30])([CH3:29])[CH3:28])=[O:25])[C@H:16]([C:21]([NH:2][C@H:3]([C:5]([O:7][CH2:8][C:9]1[CH:14]=[CH:13][CH:12]=[CH:11][CH:10]=1)=[O:6])[CH3:4])=[O:22])[CH2:17][C:18](=[O:20])[NH2:19]. Reported procedure: The HCl salt of H-Ala-OBzl (43 g, 200 mmol) was dissolved in DMF (500 ml) and stirred with Boc-Asn-OH (46.5 g, 200 mmol), NMM (27 ml), HOBt (54 g), and DCC (45 g) at 0° C for 1.5 hr and 25° C for 17 hr. The reaction mixture was worked up as in Example 11 to a solid which was crystallized from tetrahydrofuran and minimum petroleum ether: 62.5 g (79.4%); mp 140°-141° C; [α]D25 -31.1° (c 1, MeOH). Anal. Calcd for C19H27N3O6 (393.44): C, 58.00; H, 6.92; N, 10.68. Found: C, 57.77; H, 7.09; N, 10.52. Reactants: N#CCC1CC2CNCC2C(O)(c2ccccc2)C1, COc1ccccc1CC(=O)O, Cl. Yields the product COc1ccccc1CC(=O)N1CC2CC(CC#N)CC(O)(c3ccccc3)C2C1. Reaction SMILES: [C:2](#[N:3])[CH2:4][CH:5]1[CH2:6][C:7]([OH:14])([c:15]2[cH:16][cH:17][cH:18][cH:19][cH:20]2)[CH:8]2[CH2:9][NH:10][CH2:11][CH:12]2[CH2:13]1.[CH3:21][O:22][c:23]1[c:24]([CH2:29][C:30](=[O:31])[OH:32])[cH:25][cH:26][cH:27][cH:28]1.[ClH:1]>>[C:2](#[N:3])[CH2:4][CH:5]1[CH2:6][C:7]([OH:14])([c:15]2[cH:16][cH:17][cH:18][cH:19][cH:20]2)[CH:8]2[CH2:9][N:10]([C:30]([CH2:29][c:24]3[c:23]([O:22][CH3:21])[cH:28][cH:27][cH:26][cH:25]3)=[O:31])[CH2:11][CH:12]2[CH2:13]1.